This data is from the Open Reaction Database (ORD), a public repository of structured organic reaction records. The task is: describe an organic reaction: reactants, conditions, products, and yield The reactants are C1C(C)O1 (propene oxide), C(C)C1(C(NC(NC1=O)=O)=O)CC (5,5-diethylbarbituric acid). Reagents/catalysts: C(C)[N+](CC)(CC)CC (tetraethylammonium). Run in CN(C=O)C (dimethylformamide). Reaction conditions: temperature 100 celsius. Yields the product OC(CN1C(=O)N(C(=O)C(C1=O)(CC)CC)CC(C)O)C (1,3-di(β-hydroxy-n-propyl)-5,5-diethylbarbituric acid). Yield: 102.7%. RXN SMILES: [CH2:1]1[O:4][CH:2]1[CH3:3].[CH2:5]([C:7]1([CH2:16][CH3:17])[C:12](=[O:13])[NH:11][C:10](=[O:14])[NH:9][C:8]1=[O:15])[CH3:6]>C([N+](CC)(CC)CC)C.CN(C)C=O>[OH:4][CH:2]([CH3:3])[CH2:1][N:11]1[C:12](=[O:13])[C:7]([CH2:5][CH3:6])([CH2:16][CH3:17])[C:8](=[O:15])[N:9]([CH2:1][CH:2]([OH:4])[CH3:3])[C:10]1=[O:14]. Procedure details: 40.7 g (0.7 mol) of propene oxide are added dropwise over the course of 1 hour to a mixture of 55.3 g of 5,5-diethylbarbituric acid (0.3 mol), 2.77 g of tetraethylammonium chloridde (5 mol percent) and 400 ml of dimethylformamide at 35° C. whilst stirring. Thereafter the mixture is gradually heated to 100° C. After 7 hours' stirring at 100° C. the mixture is worked-up in accordance with example 4. 92.5 g of crude 1,3-di(β-hydroxy-n-propyl)-5,5-diethylbarbituric acid (99.5% of theory) are obtaine... The reactants are BrC1=CC=C(CC=2N(C=C(N2)C2=C(C=C(C=C2)Cl)Cl)C2=CC=C(C=C2)N2CC(NS2(=O)=O)=O)C=C1 (5-{-4-[2-(4-bromo-benzyl)-4-(2,4-dichloro-phenyl)-imidazol-1-yl]-phenyl}-1,2,5-thiadiazolidine-3-one-1,1-dioxide), C(C)OC(=O)C=CC1=CC=C(C=C1)B(O)O (4-(2-ethoxycarbonyl-vinyl)phenyl boronic acid). The product is C(C)OC(C=CC1=CC=C(C=C1)C1=CC=C(C=C1)CC=1N(C=C(N1)C1=C(C=C(C=C1)Cl)Cl)C1=CC=C(C=C1)N1S(NC(C1)=O)(=O)=O)=O (3-(4′-{4-(2,4-dichloro-phenyl)-1-[4-(1,1,4-trioxo-[1,2,5]thiadiazolidin-2-yl)-phenyl]-1H-imidazol-2-ylmethyl}-biphenyl-4-yl)-acrylic acid ethyl ester). As a reaction SMILES: Br[C:2]1[CH:35]=[CH:34][C:5]([CH2:6][C:7]2[N:8]([C:20]3[CH:25]=[CH:24][C:23]([N:26]4[S:30](=[O:32])(=[O:31])[NH:29][C:28](=[O:33])[CH2:27]4)=[CH:22][CH:21]=3)[CH:9]=[C:10]([C:12]3[CH:17]=[CH:16][C:15]([Cl:18])=[CH:14][C:13]=3[Cl:19])[N:11]=2)=[CH:4][CH:3]=1.[CH2:36]([O:38][C:39]([CH:41]=[CH:42][C:43]1[CH:48]=[CH:47][C:46](B(O)O)=[CH:45][CH:44]=1)=[O:40])[CH3:37]>>[CH2:36]([O:38][C:39](=[O:40])[CH:41]=[CH:42][C:43]1[CH:48]=[CH:47][C:46]([C:2]2[CH:35]=[CH:34][C:5]([CH2:6][C:7]3[N:8]([C:20]4[CH:21]=[CH:22][C:23]([N:26]5[CH2:27][C:28](=[O:33])[NH:29][S:30]5(=[O:31])=[O:32])=[CH:24][CH:25]=4)[CH:9]=[C:10]([C:12]4[CH:17]=[CH:16][C:15]([Cl:18])=[CH:14][C:13]=4[Cl:19])[N:11]=3)=[CH:4][CH:3]=2)=[CH:45][CH:44]=1)[CH3:37]. Reported procedure: 5-{-4-[2-(4-bromo-benzyl)-4-(2,4-dichloro-phenyl)-imidazol-1-yl]-phenyl}-1,2,5-thiadiazolidine-3-one-1,1-dioxide (200 mg, 0.34 mmol) was treated as described in general procedure G using 4-(2-ethoxycarbonyl-vinyl)phenyl boronic acid to provide 3-(4′-{4-(2,4-dichloro-phenyl)-1-[4-(1,1,4-trioxo-[1,2,5]thiadiazolidin-2-yl)-phenyl]-1H-imidazol-2-ylmethyl}-biphenyl-4-yl)-acrylic acid ethyl ester. Starting materials: FC(COC1=C(C(=O)OC)C=CC=C1)(F)F (Methyl 2-(2,2,2-trifluoroethoxy)benzoate), C(C)O (ethanol), 95, NN (hydrazine). Solvent: O (water). The product is FC(COC1=C(C(=O)NN)C=CC=C1)(F)F (2-(2,2,2-Trifluoroethoxy)benzoic Acid Hydrazide). Procedure: Methyl 2-(2,2,2-trifluoroethoxy)benzoate (1.22 g. 5.2 mmole), ethanol (15 ml.) and 5 ml. of 95 per cent hydrazine (4.75 g., 158 mmole) are refluxed for two hours, cooled, diluted with water (100 ml.) and cooled. The white solid product, 2-(2,2,2-trifluoroethoxy)benzoic acid hydrazide is recrystallized from ethanol, m.p. 102°-104°. RXN SMILES: [F:1][C:2]([F:16])([F:15])[CH2:3][O:4][C:5]1[CH:14]=[CH:13][CH:12]=[CH:11][C:6]=1[C:7](OC)=[O:8].C(O)C.[NH2:20][NH2:21]>O>[F:1][C:2]([F:16])([F:15])[CH2:3][O:4][C:5]1[CH:14]=[CH:13][CH:12]=[CH:11][C:6]=1[C:7]([NH:20][NH2:21])=[O:8]. Starting materials: CC=1CC(CC1C)O (3,4-dimethyl-3-cyclopenten-1-ol), [Si](C)(C)(C(C)(C)C)OC1C=CC(C1)(CC#C[Si](C)(C)C)OCOC ((1RS,4RS)-4-methoxymethoxy-4-(3-trimethylsilyl-2-propynyl)-2-cyclopenten-1-yl (t-butyldimethylsilyl) ether). Product: [Si](C)(C)(C(C)(C)C)OC1C=CC(C1)(CC#C[Si](C)(C)C)O ((1RS,4RS)-4-hydroxy-4-(3-trimethylsilyl-2-propynyl)-2-cyclopenten-1-yl (t-butyldimethylsilyl) ether). The yield is 65.0%. RXN SMILES: CC1CC(O)CC=1C.[Si:9]([O:16][CH:17]1[CH2:21][C:20]([O:29]COC)([CH2:22][C:23]#[C:24][Si:25]([CH3:28])([CH3:27])[CH3:26])[CH:19]=[CH:18]1)([C:12]([CH3:15])([CH3:14])[CH3:13])([CH3:11])[CH3:10]>>[Si:9]([O:16][CH:17]1[CH2:21][C:20]([OH:29])([CH2:22][C:23]#[C:24][Si:25]([CH3:26])([CH3:28])[CH3:27])[CH:19]=[CH:18]1)([C:12]([CH3:15])([CH3:14])[CH3:13])([CH3:11])[CH3:10]. Reported procedure: From 8.9 g of (1RS,4RS)-4-hydroxy-4-(3-trimethylsilyl-2-propynyl)-2-cyclopenten-1-yl (t-butyldimethylsilyl) ether was obtained by the same procedures as in (3) of the intermediate preparation example 1 (1RS,4RS)-4-methoxymethoxy-4-(3-trimethylsilyl-2-propynyl)-2-cyclopenten-1-yl (t-butyldimethylsilyl) ether in an amount of 6.6 g. Yield 65% Yields the product C1C(CCC=2C3=CC=CC=C3NC12)NC(CC)=O (N-(1,3,4,9-tetrahydro-2H-carbazol-2-yl)propanamide). As a reaction SMILES: [CH2:1]1[C:13]2[NH:12][C:11]3[C:6](=[CH:7][CH:8]=[CH:9][CH:10]=3)[C:5]=2[CH2:4][CH2:3][CH:2]1[NH2:14].[C:15](Cl)(=[O:18])[CH2:16][CH3:17]>C(Cl)(Cl)Cl.C([O-])(O)=O.[Na+]>[CH2:1]1[C:13]2[NH:12][C:11]3[C:6](=[CH:7][CH:8]=[CH:9][CH:10]=3)[C:5]=2[CH2:4][CH2:3][CH:2]1[NH:14][C:15](=[O:18])[CH2:16][CH3:17] |f:3.4|. Reaction conditions: time 5 hour. Reported procedure: A solution of 0.05 mol of 2,3,4,9-tetrahydro-1H-carbazol-2-amine in 450 ml of CHCl3 and 185 ml of saturated aqueous NaHCO3 was stirred vigorously at room temperature and treated dropwise during 30 min with a solution of 0.15 mol of propanoyl chloride in an equal volume of CHCl3. After stirring vigorously for 5 hr, the CHCl3 layer was separated, washed in succession with 10% aqueous K2CO3, H2O, 0.1 N hydrochloric acid, H2O, and dried over anhydrous Na2SO4. The residue remaining after evaporation ... Reactants: C(CC)(=O)Cl (propanoyl chloride), C1C(CCC=2C3=CC=CC=C3NC12)N (2,3,4,9-tetrahydro-1H-carbazol-2-amine). Solvent: C(Cl)(Cl)Cl (CHCl3), C(Cl)(Cl)Cl (CHCl3), C(=O)(O)[O-].[Na+] (NaHCO3). The reactants are BrC=1C(=NC(=NC1)C(C)N1CCN(CC1)S(=O)(=O)C1=CC=C(C=C1)OC)OC1CCCC1 (5-Bromo-4-cyclopentyloxy-2-{1-[4-(4-methoxy-benzenesulfonyl)-piperazin-1-yl]-ethyl}-pyrimidine). Reagents/catalysts: [Pt] (platinum on carbon). Run in C(C)O (ethanol). The product is C1(CCCC1)OC1=NC(=NC=C1)C(C)N1CCN(CC1)S(=O)(=O)C1=CC=C(C=C1)OC (4-Cyclopentyloxy-2-{1-[4-(4-methoxy-benzenesulfonyl)-piperazin-1-yl]-ethyl}-pyrimidine). RXN SMILES: Br[C:2]1[C:3]([O:27][CH:28]2[CH2:32][CH2:31][CH2:30][CH2:29]2)=[N:4][C:5]([CH:8]([N:10]2[CH2:15][CH2:14][N:13]([S:16]([C:19]3[CH:24]=[CH:23][C:22]([O:25][CH3:26])=[CH:21][CH:20]=3)(=[O:18])=[O:17])[CH2:12][CH2:11]2)[CH3:9])=[N:6][CH:7]=1>C(O)C.[Pt]>[CH:28]1([O:27][C:3]2[CH:2]=[CH:7][N:6]=[C:5]([CH:8]([N:10]3[CH2:15][CH2:14][N:13]([S:16]([C:19]4[CH:20]=[CH:21][C:22]([O:25][CH3:26])=[CH:23][CH:24]=4)(=[O:17])=[O:18])[CH2:12][CH2:11]3)[CH3:9])[N:4]=2)[CH2:29][CH2:30][CH2:31][CH2:32]1. Reported procedure: To a solution of 5-Bromo-4-cyclopentyloxy-2-{1-[4-(4-methoxy-benzenesulfonyl)-piperazin-1-yl]-ethyl}-pyrimidine (30.0 g, 0.06 mmol) in ethanol (10 ml) was added 10 mg platinum on carbon (0.5% wt). The solution was degassing three times and the hydrogen gas was introduced through a hydrogen balloon. The reaction was heated to reflux for 18 hours at room temperature. The solution was filtrated through a celite column and the solvent was evaporated. Water (5 ml) was then added to the solution and t... Starting materials: Cc1ccnc(Br)n1, CC1(C)OB(c2ccc3c(c2)CCC3=O)OC1(C)C, COCCOC, [Na+], [Na+], O=C([O-])[O-], O. The product is Cc1ccnc(-c2ccc3c(c2)CCC3=O)n1. Reaction SMILES: [Br:20][c:21]1[n:22][cH:23][cH:24][c:25]([CH3:27])[n:26]1.[CH3:1][C:2]1([CH3:3])[C:4]([CH3:5])([CH3:6])[O:7][B:8]([c:9]2[cH:10][c:11]3[c:15]([cH:16][cH:17]2)[C:14](=[O:18])[CH2:13][CH2:12]3)[O:19]1.[CH3:34][O:35][CH2:36][CH2:37][O:38][CH3:39].[Na+:28].[Na+:29].[O-:30][C:31](=[O:32])[O-:33].[OH2:40]>>[c:9]1(-[c:21]2[n:22][cH:23][cH:24][c:25]([CH3:27])[n:26]2)[cH:10][c:11]2[c:15]([cH:16][cH:17]1)[C:14](=[O:18])[CH2:13][CH2:12]2.